Task: describe an organic reaction: reactants, conditions, products, and yield. Dataset: the Open Reaction Database (ORD), a public repository of structured organic reaction records Starting materials: O=S1(=O)CCN(C(CO)c2cccc(Br)n2)CC1, O=C([O-])[O-], [K+], [K+], CC(C)(O)c1ccc(-c2nc(C(N)=O)c(N)s2)cc1, O=C(C=Cc1ccccc1)C=Cc1ccccc1, O=C(C=Cc1ccccc1)C=Cc1ccccc1, O=C(C=Cc1ccccc1)C=Cc1ccccc1, [Pd], [Pd]. The product is CC(C)(O)c1ccc(-c2nc(C(N)=O)c(Nc3cccc(C(CO)N4CCS(=O)(=O)CC4)n3)s2)cc1. Reaction SMILES: [Br:26][c:27]1[cH:28][cH:29][cH:30][c:31]([CH:33]([CH2:34][OH:35])[N:36]2[CH2:37][CH2:38][S:39](=[O:42])(=[O:43])[CH2:40][CH2:41]2)[n:32]1.[C:20](=[O:21])([O-:22])[O-:23].[K+:24].[K+:25].[NH2:1][c:2]1[c:3]([C:17](=[O:18])[NH2:19])[n:4][c:5](-[c:7]2[cH:8][cH:9][c:10]([C:13]([CH3:14])([CH3:15])[OH:16])[cH:11][cH:12]2)[s:6]1.[O:46]=[C:47]([CH:48]=[CH:49][c:50]1[cH:51][cH:52][cH:53][cH:54][cH:55]1)[CH:56]=[CH:57][c:58]1[cH:59][cH:60][cH:61][cH:62][cH:63]1.[O:64]=[C:65]([CH:66]=[CH:67][c:68]1[cH:69][cH:70][cH:71][cH:72][cH:73]1)[CH:74]=[CH:75][c:76]1[cH:77][cH:78][cH:79][cH:80][cH:81]1.[O:82]=[C:83]([CH:84]=[CH:85][c:86]1[cH:87][cH:88][cH:89][cH:90][cH:91]1)[CH:92]=[CH:93][c:94]1[cH:95][cH:96][cH:97][cH:98][cH:99]1.[Pd:44].[Pd:45]>>[NH:1]([c:2]1[c:3]([C:17](=[O:18])[NH2:19])[n:4][c:5](-[c:7]2[cH:8][cH:9][c:10]([C:13]([CH3:14])([CH3:15])[OH:16])[cH:11][cH:12]2)[s:6]1)[c:27]1[cH:28][cH:29][cH:30][c:31]([CH:33]([CH2:34][OH:35])[N:36]2[CH2:37][CH2:38][S:39](=[O:42])(=[O:43])[CH2:40][CH2:41]2)[n:32]1. The reactants are C\C(=C/C(=O)OC)\C=C\C(=C(\C=C\C1=C(SC(=C1C)C)C)/C)\F (methyl 2E,4E,6Z,8E-3,7-dimethyl-6-fluoro-9-(2,4,5-trimethyl-3-thienyl)-2,4,6,8-nonatetraenoate), [H-].C(C(C)C)[Al+]CC(C)C (diisobutylaluminium hydride), S(=O)(=O)([O-])[O-].[Mg+2] (magnesium sulfate). Solvent: C(Cl)Cl (methylene chloride). Reaction conditions: temperature -10 celsius, time 2 hour. Yields the product C\C(=C/CO)\C=C\C(=C(\C=C\C1=C(SC(=C1C)C)C)/C)\F (2E,4E,6Z,8E-3,7-dimethyl-6-fluoro-9-(2,4,5-trimethyl-3-thienyl)-2,4,6,8-nonatetraen-1-ol). Yield: 73.0%. Reaction SMILES: [CH3:1]/[C:2](/[CH:8]=[CH:9]/[C:10](/[F:23])=[C:11](\[CH3:22])/[CH:12]=[CH:13]/[C:14]1[C:18]([CH3:19])=[C:17]([CH3:20])[S:16][C:15]=1[CH3:21])=[CH:3]\[C:4](OC)=[O:5].[H-].C([Al+]CC(C)C)C(C)C.S([O-])([O-])(=O)=O.[Mg+2]>C(Cl)Cl>[CH3:1]/[C:2](/[CH:8]=[CH:9]/[C:10](/[F:23])=[C:11](\[CH3:22])/[CH:12]=[CH:13]/[C:14]1[C:18]([CH3:19])=[C:17]([CH3:20])[S:16][C:15]=1[CH3:21])=[CH:3]\[CH2:4][OH:5] |f:1.2,3.4|. Procedure: A solution of 1.05 g. (31.4 mmole) of methyl 2E,4E,6Z,8E-3,7-dimethyl-6-fluoro-9-(2,4,5-trimethyl-3-thienyl)-2,4,6,8-nonatetraenoate in 100 ml. of methylene chloride was cooled to -60° C. under argon and 5.2 ml. (69 mmole) of diisobutylaluminium hydride were added dropwise thereto. The temperature was raised to -10° C. for 10 minutes and 4 ml. of a saturated solution of magnesium sulfate were added thereto. This mixture was stirred at 25° C. for 2 hours, filtered through celite and evaporated to...